From a dataset of the Open Reaction Database (ORD), a public repository of structured organic reaction records. describe an organic reaction: reactants, conditions, products, and yield The reactants are CO[C@H]1[C@@H](C[C@@H]2CN3CCC4=C([C@H]3C[C@@H]2[C@@H]1C(=O)OC)NC5=C4C=CC(=C5)OC)OC(=O)C6=CC(=C(C(=C6)OC)OC)OC (Hypersil), BrC=1C=CC(=C(C=O)C1)F (5-bromo-2-fluoro-benzaldehyde), C1(=CC=CC=C1)O (phenol), BrC=1C=CC=C(OC2=C(C#N)C=CC=C2)C1 (5-bromo-phenoxybenzonitrile). Run in C(C)#N (acetonitrile). Product: BrC1=CC(=C(C=O)C=C1)OC1=CC=CC=C1 (4-Bromo-2-phenoxybenzaldehyde). The yield is 46.0%. As a reaction SMILES: Br[C:2]1[CH:3]=[CH:4][C:5](F)=[C:6]([CH:9]=1)[CH:7]=[O:8].[C:11]1([OH:17])[CH:16]=[CH:15][CH:14]=[CH:13][CH:12]=1.[Br:18]C1C=CC=C(C=1)OC1C=CC=CC=1C#N.CO[C@@H]1[C@@H](C(OC)=O)[C@@H]2[C@@H](CN3[C@H](C2)C2NC4C=C(OC)C=CC=4C=2CC3)C[C@H]1OC(C1C=C(OC)C(OC)=C(OC)C=1)=O>C(#N)C>[Br:18][C:3]1[CH:2]=[CH:9][C:6]([CH:7]=[O:8])=[C:5]([O:17][C:11]2[CH:16]=[CH:15][CH:14]=[CH:13][CH:12]=2)[CH:4]=1. Reported procedure: The title compound was prepared in a 46% yield from 5-bromo-2-fluoro-benzaldehyde and phenol in a manner similar to that described for the preparation of 5-bromo-phenoxybenzonitrile: 1H NMR (DMSO-d6, 400 MHz) δ 10.32(s, 1H), 7.92(s, 1H), 7.81(d, 1H), 7.46(t, 2H), 7.27(t, 1H), 7.18(d, 2H), 6.90(d, 1H) RP-HPLC (Hypersil HS, 5 μm, 100 A 4.6×250 mm; 25%-100% acetonitrile—0.05 M ammonium acetate over 10 min, 1 ml/min) tr 13.08 min. Reactants: N1C=NC=C1 (imidazole), ClC=1N=C(C2=C(N1)SC(=C2)C)NCC2=CC=C(C=C2)F (2-chloro-6-methyl-4-(4-fluorobenzylamino)-thieno-[2,3-d]-pyrimidine). Yields the product N1(C=NC=C1)C=1N=C(C2=C(N1)SC(=C2)C)NCC2=CC=C(C=C2)F (2-(imidazol-1-yl)-6-methyl-4-(4-fluorobenzylamino)-thieno-[2,3-d]-pyrimidine). RXN SMILES: [NH:1]1[CH:5]=[CH:4][N:3]=[CH:2]1.Cl[C:7]1[N:8]=[C:9]([NH:17][CH2:18][C:19]2[CH:24]=[CH:23][C:22]([F:25])=[CH:21][CH:20]=2)[C:10]2[CH:15]=[C:14]([CH3:16])[S:13][C:11]=2[N:12]=1>>[N:1]1([C:7]2[N:8]=[C:9]([NH:17][CH2:18][C:19]3[CH:24]=[CH:23][C:22]([F:25])=[CH:21][CH:20]=3)[C:10]3[CH:15]=[C:14]([CH3:16])[S:13][C:11]=3[N:12]=2)[CH:5]=[CH:4][N:3]=[CH:2]1. Procedure: Following the procedure of Example 97, the reaction of imidazole with 2-chloro-6-methyl-4-(4-fluorobenzylamino)-thieno-[2,3-d]-pyrimidine gives 2-(imidazol-1-yl)-6-methyl-4-(4-fluorobenzylamino)-thieno-[2,3-d]-pyrimidine. Reactants: N1CCC(C(=O)OCC)CC1 (ethyl isonipecotate), FC=1C=C(C=CC1C)Br (3-fluoro-4-methylbromobenzene), aryl halide, N1CCSCC1 (thiomorpholine), secondary amine. The product is FC=1C=C(C=CC1C)N1CCC(CC1)C(=O)N1CCSCC1 ([1-(3-Fluoro-4-methyl-phenyl)-piperidin-4-yl]-thiomorpholin-4-yl-methanone). As a reaction SMILES: [NH:1]1[CH2:11][CH2:10][CH:4]([C:5]([O:7]CC)=O)[CH2:3][CH2:2]1.[F:12][C:13]1[CH:14]=[C:15](Br)[CH:16]=[CH:17][C:18]=1[CH3:19].[NH:21]1[CH2:26][CH2:25][S:24][CH2:23][CH2:22]1>>[F:12][C:13]1[CH:14]=[C:15]([N:1]2[CH2:2][CH2:3][CH:4]([C:5]([N:21]3[CH2:26][CH2:25][S:24][CH2:23][CH2:22]3)=[O:7])[CH2:10][CH2:11]2)[CH:16]=[CH:17][C:18]=1[CH3:19]. Procedure details: The title compound was prepared from commercially available ethyl isonipecotate, 3-fluoro-4-methylbromobenzene as the aryl halide, and thiomorpholine as the secondary amine utilizing general procedures A and B described above. 1H NMR (300 MHz, CDCl3) 1H NMR (CDCl3) δ 7.02 (dd, J=7.2, 9.2 Hz, 1H), 6.63-6.55 (m, 2H), 3.90 (m, 2H), 3.80 (m, 2H), 3.70 (m, 1H), 3.65 (m, 1H), 2.75-2.51 (m, 7H), 2.17 (d, J=1.6 Hz, 3H), 2.01 (dd, J=3.3, 13.4 Hz, 1H), 1.91 (dd, J=4.0, 11.4Hz, 1H), 1.80 (m, 1H), 1.76 (m, ... Run at temperature 120 celsius. Yields the product C(=O)(O)CC=1C=C(C(C(=O)O)=CC1)C(=O)O (4-carboxymethylphthalic acid). Starting materials: C(#N)CC=1C=C(C(C(=O)OC)=CC1)C(=O)OC (dimethyl 4-cyanomethylphthalate), Cl (hydrochloric acid), C(C)(=O)O (acetic acid). Reported procedure: 0.78 g of dimethyl 4-cyanomethylphthalate was dissolved in a mixed liquid comprising 15 ml of concentrated hydrochloric acid and 4 ml of acetic acid, followed by stirring under heating at 120° C. for 2.5 hours. The reaction solution was left to cool to room temperature and then extracted by an addition of ethyl acetate and water. The organic layer was post-treated in accordance with a usual method to obtain 0.53 g of the above identified compound as white solid. Reaction SMILES: C(C[C:4]1[CH:5]=[C:6]([C:14]([O:16]C)=[O:15])[C:7](=[CH:12][CH:13]=1)[C:8]([O:10]C)=[O:9])#N.Cl.[C:19]([OH:22])(=[O:21])[CH3:20]>>[C:19]([CH2:20][C:4]1[CH:5]=[C:6]([C:14]([OH:16])=[O:15])[C:7](=[CH:12][CH:13]=1)[C:8]([OH:10])=[O:9])([OH:22])=[O:21].